describe an organic reaction: reactants, conditions, products, and yield From a dataset of the Open Reaction Database (ORD), a public repository of structured organic reaction records. The reactants are Cc1ccccc1CCl, CCO, [Na], N#Cc1nc[nH]c1C#N. Yields the product Cc1ccccc1Cn1cnc(C#N)c1C#N. Reaction SMILES: [CH3:11][c:12]1[c:13]([CH2:14][Cl:15])[cH:16][cH:17][cH:18][cH:19]1.[CH3:20][CH2:21][OH:22].[Na:1].[nH:2]1[cH:3][n:4][c:5]([C:9]#[N:10])[c:6]1[C:7]#[N:8]>>[n:2]1([CH2:14][c:13]2[c:12]([CH3:11])[cH:19][cH:18][cH:17][cH:16]2)[cH:3][n:4][c:5]([C:9]#[N:10])[c:6]1[C:7]#[N:8]. Reactants: 21.4, C1(=CC=CC=C1)CN1CCC(CC1)CC#N (1-(phenylmethyl)-4-piperidineacetonitrile), CC(C)O (2 -propanol), Cl (hydrogen chloride), [Mg] (magnesium), BrC1=CC(=CC=C1)C (1-bromo-3-methylbenzene), [Cl-].[NH4+] (ammonium chloride). The solvent is O(CC)CC (1,1'-oxybisethane), O(CC)CC (1,1'-oxybisethane). Run at time 4 hour. Yields the product 24.5, Cl.CC=1C=C(C=CC1)C(CC1CCN(CC1)CC1=CC=CC=C1)=O (1-(3-methylphenyl)-2-[1-(phenylmethyl)-4-piperidinyl]ethanone hydrochloride). Isolated yield 71.0%. As a reaction SMILES: [Mg].Br[C:3]1[CH:8]=[CH:7][CH:6]=[C:5]([CH3:9])[CH:4]=1.[C:10]1([CH2:16][N:17]2[CH2:22][CH2:21][CH:20]([CH2:23][C:24]#N)[CH2:19][CH2:18]2)[CH:15]=[CH:14][CH:13]=[CH:12][CH:11]=1.[Cl-:26].[NH4+].Cl.CC([OH:32])C>O(CC)CC>[ClH:26].[CH3:9][C:5]1[CH:4]=[C:3]([C:24](=[O:32])[CH2:23][CH:20]2[CH2:21][CH2:22][N:17]([CH2:16][C:10]3[CH:15]=[CH:14][CH:13]=[CH:12][CH:11]=3)[CH2:18][CH2:19]2)[CH:8]=[CH:7][CH:6]=1 |f:3.4,8.9|. Procedure: To a stirred and refluxing Grignard-complex, previously prepared starting from 3.65 parts of magnesium, 26 parts of 1-bromo-3-methylbenzene and 70 parts of 1,1'-oxybisethane, is added dropwise a solution of 21.4 parts of 1-(phenylmethyl)-4-piperidineacetonitrile in 70 parts of 1,1'-oxybisethane. Upon completion, stirring is continued for 4 hours at reflux temperature. The reaction mixture is cooled in and ice-bath and decomposed by the addition of a saturated ammonium chloride solution. The laye...